This data is from the Open Reaction Database (ORD), a public repository of structured organic reaction records. The task is: describe an organic reaction: reactants, conditions, products, and yield Reactants: COC1=NC(=NC(=C1)OC)S (4,6-Dimethoxy-2-mercaptopyrimidine), CN1C(=NC(=C1Br)[N+](=O)[O-])C (1,2-Dimethyl-5-bromo-4-nitro-1H-imidazole). The solvent is [OH-].[Na+] (sodium hydroxide), C(C)O (ethanol). Reaction conditions: time 6 hour. Product: COC1=NC(=NC(=C1)OC)SC1=C(N=C(N1C)C)[N+](=O)[O-] (5-(4,6-Dimethoxypyrimidin-2-ylthio)-1,2-dimethyl-4-nitro-1H-imidazole). Isolated yield 57.2%. As a reaction SMILES: [CH3:1][O:2][C:3]1[CH:8]=[C:7]([O:9][CH3:10])[N:6]=[C:5]([SH:11])[N:4]=1.[CH3:12][N:13]1[C:17](Br)=[C:16]([N+:19]([O-:21])=[O:20])[N:15]=[C:14]1[CH3:22]>[OH-].[Na+].C(O)C>[CH3:10][O:9][C:7]1[CH:8]=[C:3]([O:2][CH3:1])[N:4]=[C:5]([S:11][C:17]2[N:13]([CH3:12])[C:14]([CH3:22])=[N:15][C:16]=2[N+:19]([O-:21])=[O:20])[N:6]=1 |f:2.3|. Procedure details: 4,6-Dimethoxy-2-mercaptopyrimidine (3.0 g) was dissolved in an aqueous solution of sodium hydroxide (0.7 g in 100 ml water). 1,2-Dimethyl-5-bromo-4-nitro-1H-imidazole (3.9 g) dissolved in ethanol (50 ml) was added dropwise, and the mixture was stirred at room temperature for 6 hours. The precipitated product was filtered, washed with water, dried and recrystallised from acetonitrile to give 3.1 g of the desired product, mp 228°-30° C. Reactants: C1(=CC=C(C=C1)S(=O)(=O)O)C (p-toluenesulfonic acid), OC1CCN2C(S1)=C(C(N(C2=O)CCC)=O)C2=CC=CC=C2 (2-hydroxy-9-phenyl-7-propyl-3,4-dihydro2H,6H-pyrimido[6,1-b][1,3]thiazine-6,8(7H)-dione). Solvent: C1(=CC=CC=C1)C (toluene). Yields the product C1(=CC=CC=C1)C=1C(N(C(N2C1SC=CC2)=O)CCC)=O (9-Phenyl-7-propyl-4H,6H-pyrimido[6,1-b][1,3]thiazine6,8(7H)-dione). The yield is 70.0%. RXN SMILES: C1(C)C=CC(S(O)(=O)=O)=CC=1.O[CH:13]1[S:18][C:17]2=[C:19]([C:28]3[CH:33]=[CH:32][CH:31]=[CH:30][CH:29]=3)[C:20](=[O:27])[N:21]([CH2:24][CH2:25][CH3:26])[C:22](=[O:23])[N:16]2[CH2:15][CH2:14]1>C1(C)C=CC=CC=1>[C:28]1([C:19]2[C:20](=[O:27])[N:21]([CH2:24][CH2:25][CH3:26])[C:22](=[O:23])[N:16]3[CH2:15][CH:14]=[CH:13][S:18][C:17]=23)[CH:29]=[CH:30][CH:31]=[CH:32][CH:33]=1. Procedure: A catalytic amount of p-toluenesulfonic acid was added to a solution of 2-hydroxy-9-phenyl-7-propyl-3,4-dihydro2H,6H-pyrimido[6,1-b][1,3]thiazine-6,8(7H)-dione (0.5 g) in toluene (20 ml) and was refluxed for 5 hours. The reaction solution was concentrated to dryness, and the resulting residue was dissolved in methylene chloride. After washing with water and drying, the solution was concentrated to dryness. The resulting crude crystals were recrystalized from ethyl acetate-isopropyl ether to give... The reactants are C(C)OC(=O)C1SCCCC1=O (3-oxothiane-2-carboxylic acid ethyl ester), C(OC)([O-])[O-] (methyl orthoformate), O.C1(=CC=C(C=C1)S(=O)(=O)O)C (p-toluenesulfonic acid monohydrate). Run in CO (methanol). Yields the product C(C)OC(=O)C1SCCCC1(OC)OC (3,3-dimethoxythiane-2-carboxylic acid ethyl ester). RXN SMILES: [CH2:1]([O:3][C:4]([CH:6]1[C:11](=[O:12])[CH2:10][CH2:9][CH2:8][S:7]1)=[O:5])[CH3:2].[CH:13]([O-])([O-])[O:14]C.O.[C:19]1(C)C=CC(S(O)(=O)=O)=CC=1>CO>[CH2:1]([O:3][C:4]([CH:6]1[C:11]([O:14][CH3:13])([O:12][CH3:19])[CH2:10][CH2:9][CH2:8][S:7]1)=[O:5])[CH3:2] |f:2.3|. Reported procedure: To a mixture of 3-oxothiane-2-carboxylic acid ethyl ester (2.0 g), methanol (8 ml), and methyl orthoformate (20 ml) is added p-toluenesulfonic acid monohydrate (120 mg). After refluxing overnight, the mixture is concentrated, diluted with ethyl acetate, washed with water, dried, and concentrated to give 3,3-dimethoxythiane-2-carboxylic acid ethyl ester (1.32 g). Reactants: O (Water), BrC=1SC=C(N1)C1=CC(=CC=C1)C (2-bromo-4-(3-methylphenyl)-1,3-thiazole), N1(CCNCC1)C(=O)OC(C)(C)C (tert-butyl piperazine-1-carboxylate), C([O-])([O-])=O.[K+].[K+] (potassium carbonate). The solvent is CN(C=O)C (dimethylformamide). Product: CC=1C=C(C=CC1)C=1N=C(SC1)N1CCN(CC1)C(=O)OC(C)(C)C (tert-Butyl 4-[4-(3-methylphenyl)-1,3-thiazol-2-yl]piperazine-1-carboxylate). The yield is 69.6%. RXN SMILES: Br[C:2]1[S:3][CH:4]=[C:5]([C:7]2[CH:12]=[CH:11][CH:10]=[C:9]([CH3:13])[CH:8]=2)[N:6]=1.[N:14]1([C:20]([O:22][C:23]([CH3:26])([CH3:25])[CH3:24])=[O:21])[CH2:19][CH2:18][NH:17][CH2:16][CH2:15]1.C(=O)([O-])[O-].[K+].[K+].O>CN(C)C=O>[CH3:13][C:9]1[CH:8]=[C:7]([C:5]2[N:6]=[C:2]([N:17]3[CH2:16][CH2:15][N:14]([C:20]([O:22][C:23]([CH3:26])([CH3:25])[CH3:24])=[O:21])[CH2:19][CH2:18]3)[S:3][CH:4]=2)[CH:12]=[CH:11][CH:10]=1 |f:2.3.4|. Reported procedure: A solution of 2-bromo-4-(3-methylphenyl)-1,3-thiazole (2.03 g, 7.99 mmol), tert-butyl piperazine-1-carboxylate (2.98 g, 16.0 mmol) and potassium carbonate (1.10 g, 7.99 mmol) in dimethylformamide (25 ml) was stirred at 120° C. for 12 hours. Water was poured to the reaction mixture, and the mixture was extracted with ethyl acetate. The extract was washed with water, and dried over anhydrous magnesium sulfate, and the solvent was distilled off under reduced pressure. The residue was purified by si...